This data is from the Open Reaction Database (ORD), a public repository of structured organic reaction records. The task is: describe an organic reaction: reactants, conditions, products, and yield RXN SMILES: [Br:1][c:2]1[cH:3][c:4]2[c:5](=[O:19])[c:6]([C:14](=[O:15])[O:16][CH2:17][CH3:18])[cH:7][n:8]([CH2:12][CH3:13])[c:9]2[n:10][cH:11]1.[C:44](=[O:45])([O-:46])[O-:47].[CH2:20]([CH3:21])[NH:22][C:23]([NH:24][c:25]1[cH:26][c:27](-[c:34]2[s:35][cH:36][c:37]([C:39]([F:40])([F:41])[F:42])[n:38]2)[c:28]([B:31]([OH:32])[OH:33])[cH:29][n:30]1)=[O:43].[Cs+:48].[Cs+:49].[O:51]1[CH2:52][CH2:53][O:54][CH2:55][CH2:56]1.[OH2:50].[Pd:57].[c:115]1([P:116]([c:117]2[cH:118][cH:119][cH:120][cH:121][cH:122]2)[c:123]2[cH:124][cH:125][cH:126][cH:127][cH:128]2)[cH:129][cH:130][cH:131][cH:132][cH:133]1.[c:58]1([P:59]([c:60]2[cH:61][cH:62][cH:63][cH:64][cH:65]2)[c:66]2[cH:67][cH:68][cH:69][cH:70][cH:71]2)[cH:72][cH:73][cH:74][cH:75][cH:76]1.[c:77]1([P:78]([c:79]2[cH:80][cH:81][cH:82][cH:83][cH:84]2)[c:85]2[cH:86][cH:87][cH:88][cH:89][cH:90]2)[cH:91][cH:92][cH:93][cH:94][cH:95]1.[c:96]1([P:97]([c:98]2[cH:99][cH:100][cH:101][cH:102][cH:103]2)[c:104]2[cH:105][cH:106][cH:107][cH:108][cH:109]2)[cH:110][cH:111][cH:112][cH:113][cH:114]1>>[c:2]1(-[c:28]2[c:27](-[c:34]3[s:35][cH:36][c:37]([C:39]([F:40])([F:41])[F:42])[n:38]3)[cH:26][c:25]([NH:24][C:23]([NH:22][CH2:20][CH3:21])=[O:43])[n:30][cH:29]2)[cH:3][c:4]2[c:5](=[O:19])[c:6]([C:14](=[O:15])[O:16][CH2:17][CH3:18])[cH:7][n:8]([CH2:12][CH3:13])[c:9]2[n:10][cH:11]1. The reactants are CCOC(=O)c1cn(CC)c2ncc(Br)cc2c1=O, O=C([O-])[O-], CCNC(=O)Nc1cc(-c2nc(C(F)(F)F)cs2)c(B(O)O)cn1, [Cs+], [Cs+], C1COCCO1, O, [Pd], c1ccc(P(c2ccccc2)c2ccccc2)cc1, c1ccc(P(c2ccccc2)c2ccccc2)cc1, c1ccc(P(c2ccccc2)c2ccccc2)cc1, c1ccc(P(c2ccccc2)c2ccccc2)cc1. The product is CCNC(=O)Nc1cc(-c2nc(C(F)(F)F)cs2)c(-c2cnc3c(c2)c(=O)c(C(=O)OCC)cn3CC)cn1. Reactants: COC(=O)[C@H]1N(C[C@@H](C1)S(=O)(=O)C1=C(C=CC=C1)C(F)(F)F)C=1N(N=C(C1)C1CC1)C1=CC=C(C=C1)C(F)(F)F ((2S,4R)-1-[5-cyclopropyl-2-(4-trifluoromethyl-phenyl)-2H-pyrazol-3-yl]-4-(2-trifluoromethyl-benzenesulfonyl)-pyrrolidine-2-carboxylic acid methyl ester), [OH-].[Li+] (lithium hydroxide). Product: C1(CC1)C=1C=C(N(N1)C1=CC=C(C=C1)C(F)(F)F)N1[C@@H](C[C@H](C1)S(=O)(=O)C1=C(C=CC=C1)C(F)(F)F)C(=O)O ((2S,4R)-1-[5-Cyclopropyl-2-(4-trifluoromethyl-phenyl)-2H-pyrazol-3-yl]-4-(2-trifluoromethyl-benzenesulfonyl)-pyrrolidine-2-carboxylic acid). Reaction SMILES: C[O:2][C:3]([C@@H:5]1[CH2:9][C@@H:8]([S:10]([C:13]2[CH:18]=[CH:17][CH:16]=[CH:15][C:14]=2[C:19]([F:22])([F:21])[F:20])(=[O:12])=[O:11])[CH2:7][N:6]1[C:23]1[N:24]([C:31]2[CH:36]=[CH:35][C:34]([C:37]([F:40])([F:39])[F:38])=[CH:33][CH:32]=2)[N:25]=[C:26]([CH:28]2[CH2:30][CH2:29]2)[CH:27]=1)=[O:4].[OH-].[Li+]>>[CH:28]1([C:26]2[CH:27]=[C:23]([N:6]3[CH2:7][C@H:8]([S:10]([C:13]4[CH:18]=[CH:17][CH:16]=[CH:15][C:14]=4[C:19]([F:21])([F:22])[F:20])(=[O:12])=[O:11])[CH2:9][C@H:5]3[C:3]([OH:4])=[O:2])[N:24]([C:31]3[CH:36]=[CH:35][C:34]([C:37]([F:40])([F:38])[F:39])=[CH:33][CH:32]=3)[N:25]=2)[CH2:30][CH2:29]1 |f:1.2|. Reported procedure: In analogy to the procedure described in example 253e, (2S,4R)-1-[5-cyclopropyl-2-(4-trifluoromethyl-phenyl)-2H-pyrazol-3-yl]-4-(2-trifluoromethyl-benzenesulfonyl)-pyrrolidine-2-carboxylic acid methyl ester was saponified in the presence of lithium hydroxide to give the title compound as white solid which was used in the next step without further purification. MS (ESI): m/z=574.3 [M+H]+. Reactants: BrC=1C=NC=2N(C1)N=C(C2)C(=O)O (6-bromo-pyrazolo[1,5-a]pyrimidine-2-carboxylic acid), CC1NCCC2=C(C=CC=C12)[N+](=O)[O-] (1-Methyl-5-nitro-1,2,3,4-tetrahydro-isoquinoline). Product: BrC=1C=NC=2N(C1)N=C(C2)C(=O)N2C(C1=CC=CC(=C1CC2)[N+](=O)[O-])C ((6-Bromo-pyrazolo[1,5-a]pyrimidin-2-yl)-(1-methyl-5-nitro-3,4-dihydro-1H-isoquinolin-2-yl)-methanone). Reaction SMILES: [Br:1][C:2]1[CH:3]=[N:4][C:5]2[N:6]([N:8]=[C:9]([C:11]([OH:13])=O)[CH:10]=2)[CH:7]=1.[CH3:14][CH:15]1[C:24]2[C:19](=[C:20]([N+:25]([O-:27])=[O:26])[CH:21]=[CH:22][CH:23]=2)[CH2:18][CH2:17][NH:16]1>>[Br:1][C:2]1[CH:3]=[N:4][C:5]2[N:6]([N:8]=[C:9]([C:11]([N:16]3[CH2:17][CH2:18][C:19]4[C:24](=[CH:23][CH:22]=[CH:21][C:20]=4[N+:25]([O-:27])=[O:26])[CH:15]3[CH3:14])=[O:13])[CH:10]=2)[CH:7]=1. Procedure: In close analogy to the procedure described in Example 1, 6-bromo-pyrazolo[1,5-a]pyrimidine-2-carboxylic acid is reacted with 1-Methyl-5-nitro-1,2,3,4-tetrahydro-isoquinoline to provide the title compound in moderate yield. Reactants: NS(=O)(=O)N (aminosulfonamide), C(=O)([O-])[O-].[K+].[K+] (K2CO3), ClCCCS(=O)(=O)N1CCC(CC1)C1=CNC2=C(C=C(C=C12)C1=CC=CC=C1)C(=O)N (3-{1-[(3-chloropropyl)sulfonyl]-4-piperidinyl}-5-phenyl-1H-indole-7-carboxamide), CC(C)NC(C)C (N-(1-methylethyl)-2-propanamine). Yields the product CC(C)N(CCCS(=O)(=O)N1CCC(CC1)C1=CNC2=C(C=C(C=C12)C1=CC=CC=C1)C(=O)N)C(C)C (3-[1-({3-[bis(1-methylethyl)amino]propyl}sulfonyl)-4-piperidinyl]-5-phenyl-1H-indole-7-carboxamide). Yield: 12.5%. Reaction SMILES: NS(N)(=O)=O.Cl[CH2:7][CH2:8][CH2:9][S:10]([N:13]1[CH2:18][CH2:17][CH:16]([C:19]2[C:27]3[C:22](=[C:23]([C:34]([NH2:36])=[O:35])[CH:24]=[C:25]([C:28]4[CH:33]=[CH:32][CH:31]=[CH:30][CH:29]=4)[CH:26]=3)[NH:21][CH:20]=2)[CH2:15][CH2:14]1)(=[O:12])=[O:11].[CH3:37][CH:38]([NH:40][CH:41]([CH3:43])[CH3:42])[CH3:39].C([O-])([O-])=O.[K+].[K+]>>[CH3:37][CH:38]([N:40]([CH:41]([CH3:43])[CH3:42])[CH2:7][CH2:8][CH2:9][S:10]([N:13]1[CH2:18][CH2:17][CH:16]([C:19]2[C:27]3[C:22](=[C:23]([C:34]([NH2:36])=[O:35])[CH:24]=[C:25]([C:28]4[CH:33]=[CH:32][CH:31]=[CH:30][CH:29]=4)[CH:26]=3)[NH:21][CH:20]=2)[CH2:15][CH2:14]1)(=[O:12])=[O:11])[CH3:39] |f:3.4.5|. Procedure: Following the general procedure for aminosulfonamide formation outlined in example 2, 3-{1-[(3-chloropropyl)sulfonyl]-4-piperidinyl}-5-phenyl-1H-indole-7-carboxamide (100 mg, 0.313 mmol) and N-(1-methylethyl)-2-propanamine (0.22 mL, 1.55 mmol) were allowed to react in the presence of K2CO3 (172.5 mg, 1.28 mmol). The resulting residue was purified by reverse phase HPLC eluting with 10% B to 80% B, where A=H2O (0.1% trifluoroacetic acid) and B=CH3CN (0.1% triflucaroacetic acid) to give the title c... Starting materials: BrC(CCCCCCCCCCC)Br (dibromododecane), NC1=NC=CC(=C1)C1=CC=C(C=C1)C (2-amino-4-para-tolylpyridine), ( 5 ). The product is Br.Br.C(CCCCCCCCCCCN1C(C=C(C=C1)C1=CC=C(C=C1)C)=N)N1C(C=C(C=C1)C1=CC=C(C=C1)C)=N (1,1'-(1,12-dodecanediyl)bis(4-(4-methyl-phenyl)-2(1H)-pyridinimine) dihydrobromide). Reaction SMILES: [Br:1][CH:2](Br)[CH2:3][CH2:4][CH2:5][CH2:6][CH2:7][CH2:8][CH2:9][CH2:10][CH2:11][CH2:12][CH3:13].[NH2:15][C:16]1[CH:21]=[C:20]([C:22]2[CH:27]=[CH:26][C:25]([CH3:28])=[CH:24][CH:23]=2)[CH:19]=[CH:18][N:17]=1>>[BrH:1].[BrH:1].[CH2:2]([N:17]1[CH:18]=[CH:19][C:20]([C:22]2[CH:23]=[CH:24][C:25]([CH3:28])=[CH:26][CH:27]=2)=[CH:21][C:16]1=[NH:15])[CH2:3][CH2:4][CH2:5][CH2:6][CH2:7][CH2:8][CH2:9][CH2:10][CH2:11][CH2:12][CH2:13][N:17]1[CH:18]=[CH:19][C:20]([C:22]2[CH:27]=[CH:26][C:25]([CH3:28])=[CH:24][CH:23]=2)=[CH:21][C:16]1=[NH:15] |f:2.3.4|. Procedure details: The procedure is as above, with dibromododecane and 2-amino-4-para-tolylpyridine, which is synthesized according to Chambron J.Cl. Strasbourg Tetrah. 1987 43 (5) 895/905. The product obtained is purified in the base state on a silica column with a benzene/ethyl acetate mixture. It is reconverted to the hydrobromide with a mixture of ether and an isopropanol solution of hydrogen bromide. It can then be recrystallized. The reactants are C(C)(C)(C)OC(=O)N1C[C@H](NCC1)CC ((R)-3-ethyl-piperazine-1-carboxylic acid tert-butyl ester), N1=CC=CC=C1 (pyridine), ClC(Cl)(Cl)OC(OC(Cl)(Cl)Cl)=O (Bis-(trichloromethyl)-carbonate). The solvent is ClCCl (dichloromethane), ClCCl (dichloromethane). Run at temperature 0 celsius, time 0.5 hour. Yields the product C(C)(C)(C)OC(=O)N1C[C@H](N(CC1)C(=O)Cl)CC ((R)-4-Chlorocarbonyl-3-ethyl-piperazine-1-carboxylic acid tert-butyl ester). Isolated yield 262.3%. RXN SMILES: [Cl:1][C:2]([O:5]C(=O)OC(Cl)(Cl)Cl)(Cl)Cl.[C:13]([O:17][C:18]([N:20]1[CH2:25][CH2:24][NH:23][C@H:22]([CH2:26][CH3:27])[CH2:21]1)=[O:19])([CH3:16])([CH3:15])[CH3:14].N1C=CC=CC=1>ClCCl>[C:13]([O:17][C:18]([N:20]1[CH2:25][CH2:24][N:23]([C:2]([Cl:1])=[O:5])[C@H:22]([CH2:26][CH3:27])[CH2:21]1)=[O:19])([CH3:16])([CH3:15])[CH3:14]. Procedure: Bis-(trichloromethyl)-carbonate (13.9 g, 47 mM) was dissolved in dichloromethane (500 mL) and cooled to 0° C. A mixture of (R)-3-ethyl-piperazine-1-carboxylic acid tert-butyl ester (26.5 g; 0.124 M) and pyridine (10.9 mL, 0.136 M) in dichloromethane (150 mL) was added dropwise with stirring (0–3° C.). Stirring was continued for another ½ h at room temperature. The mixture was washed with water and brine, the water phases were extracted with dichloromethane, organic phases were pooled, dried with...